Dataset: the Open Reaction Database (ORD), a public repository of structured organic reaction records. Task: describe an organic reaction: reactants, conditions, products, and yield Reactants: B, O=C(O)c1ccc2c(Br)cccc2c1, C1CCOC1. The product is OCc1ccc2c(Br)cccc2c1. RXN SMILES: [BH3:15].[Br:1][c:2]1[c:3]2[cH:4][cH:5][c:6]([C:12](=[O:13])[OH:14])[cH:7][c:8]2[cH:9][cH:10][cH:11]1.[CH2:16]1[O:17][CH2:18][CH2:19][CH2:20]1>>[Br:1][c:2]1[c:3]2[cH:4][cH:5][c:6]([CH2:12][OH:13])[cH:7][c:8]2[cH:9][cH:10][cH:11]1. Starting materials: O=C(O)Cc1ccc2c(c1)OCO2, ClC(Cl)Cl, O=S(Cl)Cl. Product: O=C(Cl)Cc1ccc2c(c1)OCO2. RXN SMILES: [CH2:1]1[O:2][c:3]2[cH:4][c:5]([CH2:10][C:11](=[O:12])[OH:13])[cH:6][cH:7][c:8]2[O:9]1.[CH:18]([Cl:19])([Cl:20])[Cl:21].[S:14]([Cl:15])([Cl:16])=[O:17]>>[CH2:1]1[O:2][c:3]2[cH:4][c:5]([CH2:10][C:11](=[O:13])[Cl:16])[cH:6][cH:7][c:8]2[O:9]1. Reactants: N#CCC(=O)O, O=C1CCCCCCCCCCC1. Yields the product N#CCC1=CCCCCCCCCCC1. RXN SMILES: [C:14](#[N:15])[CH2:16][C:17]([OH:18])=[O:19].[C:1]1(=[O:13])[CH2:2][CH2:3][CH2:4][CH2:5][CH2:6][CH2:7][CH2:8][CH2:9][CH2:10][CH2:11][CH2:12]1>>[C:1]1([CH2:16][C:14]#[N:15])=[CH:2][CH2:3][CH2:4][CH2:5][CH2:6][CH2:7][CH2:8][CH2:9][CH2:10][CH2:11][CH2:12]1. The reactants are COc1ccc(COS(=O)(=O)c2ccc(C)cc2)cn1, CC1(C)COc2cc3c(cc21)C1(CO3)C(=O)Nc2ccccc21, O=C1Nc2ccccc2C12COc1cc3c(cc12)OCO3. Yields the product COc1ccc(CN2C(=O)C3(COc4cc5c(cc43)OCO5)c3ccccc32)cn1. RXN SMILES: [CH3:1][c:2]1[cH:3][cH:4][c:5]([S:6]([O:7][CH2:12][c:13]2[cH:14][n:15][c:16]([O:19][CH3:20])[cH:17][cH:18]2)(=[O:8])=[O:9])[cH:10][cH:11]1.[CH3:42][C:43]1([CH3:44])[CH2:45][O:46][c:47]2[cH:48][c:49]3[c:62]([cH:63][c:64]21)[C:52]1([CH2:51][O:50]3)[c:53]2[c:54]([cH:55][cH:56][cH:57][cH:58]2)[NH:59][C:60]1=[O:61].[NH:21]1[C:22](=[O:41])[C:23]2([CH2:24][O:25][c:26]3[c:27]2[cH:28][c:29]2[c:30]([cH:34]3)[O:31][CH2:32][O:33]2)[c:35]2[cH:36][cH:37][cH:38][cH:39][c:40]21>>[CH2:12]([c:13]1[cH:14][n:15][c:16]([O:19][CH3:20])[cH:17][cH:18]1)[N:21]1[C:22](=[O:41])[C:23]2([CH2:24][O:25][c:26]3[c:27]2[cH:28][c:29]2[c:30]([cH:34]3)[O:31][CH2:32][O:33]2)[c:35]2[cH:36][cH:37][cH:38][cH:39][c:40]21. Starting materials: CCOC(C)=O, NC1CCCC1, Clc1cccc2c(-c3ccnc(NC4CCCC4)n3)c(-c3ccco3)nn12. Product: c1coc(-c2nn3c(NC4CCCC4)cccc3c2-c2ccnc(NC3CCCC3)n2)c1. As a reaction SMILES: [CH3:28][CH2:29][O:30][C:31](=[O:32])[CH3:33].[CH:34]1([NH2:39])[CH2:35][CH2:36][CH2:37][CH2:38]1.[Cl:1][c:2]1[cH:3][cH:4][cH:5][c:6]2[n:7]1[n:8][c:9](-[c:23]1[o:24][cH:25][cH:26][cH:27]1)[c:10]2-[c:11]1[n:12][c:13]([NH:17][CH:18]2[CH2:19][CH2:20][CH2:21][CH2:22]2)[n:14][cH:15][cH:16]1>>[c:2]1([NH:39][CH:34]2[CH2:35][CH2:36][CH2:37][CH2:38]2)[cH:3][cH:4][cH:5][c:6]2[n:7]1[n:8][c:9](-[c:23]1[o:24][cH:25][cH:26][cH:27]1)[c:10]2-[c:11]1[n:12][c:13]([NH:17][CH:18]2[CH2:19][CH2:20][CH2:21][CH2:22]2)[n:14][cH:15][cH:16]1. The reactants are COc1n[nH]c2ncc(N)cc12, CCN=C=NCCCN(C)C, CN(C)C=O, CCOC(C)=O, Cl, O=C(O)c1c(F)ccc([N+](=O)[O-])c1F, On1nnc2ccccc21. As a reaction SMILES: [CH3:1][O:2][c:3]1[n:4][nH:5][c:6]2[n:7][cH:8][c:9]([NH2:12])[cH:10][c:11]12.[CH3:28][N:29]([CH3:30])[CH2:31][CH2:32][CH2:33][N:34]=[C:35]=[N:36][CH2:37][CH3:38].[CH3:49][N:50]([CH3:51])[CH:52]=[O:53].[CH3:54][CH2:55][O:56][C:57](=[O:58])[CH3:59].[ClH:27].[F:13][c:14]1[c:15]([C:16](=[O:17])[OH:18])[c:19]([F:26])[cH:20][cH:21][c:22]1[N+:23](=[O:24])[O-:25].[OH:39][n:40]1[c:41]2[cH:42][cH:43][cH:44][cH:45][c:46]2[n:47][n:48]1>>[CH3:1][O:2][c:3]1[n:4][nH:5][c:6]2[n:7][cH:8][c:9]([NH:12][C:16]([c:15]3[c:14]([F:13])[c:22]([N+:23](=[O:24])[O-:25])[cH:21][cH:20][c:19]3[F:26])=[O:17])[cH:10][c:11]12. Product: COc1n[nH]c2ncc(NC(=O)c3c(F)ccc([N+](=O)[O-])c3F)cc12. Starting materials: [I-].C(C)(C)[P+](C1=CC=CC=C1)(C1=CC=CC=C1)C1=CC=CC=C1 (isopropyltriphenylphosphonium iodide), CC(C)([O-])C.[K+] (potassium t-butoxide), BrC=1C=C(C=O)C=CC1 (3-bromobenzaldehyde). Reagents/catalysts: C1COCCOCCOCCOCCOCCO1 (18-crown-6). The solvent is C1CCOC1 (THF), C1CCOC1 (THF), hexanes. Reaction conditions: time 10 minute. Product: BrC1=CC(=CC=C1)C=C(C)C (1-Bromo-3-(2-methyl-1-propenyl)benzene). Isolated yield 75.3%. As a reaction SMILES: [I-].[CH:2]([P+](C1C=CC=CC=1)(C1C=CC=CC=1)C1C=CC=CC=1)([CH3:4])[CH3:3].CC(C)([O-])C.[K+].[Br:30][C:31]1[CH:32]=[C:33]([CH:36]=[CH:37][CH:38]=1)[CH:34]=O>C1COCC1.C1OCCOCCOCCOCCOCCOC1>[Br:30][C:31]1[CH:38]=[CH:37][CH:36]=[C:33]([CH:34]=[C:2]([CH3:4])[CH3:3])[CH:32]=1 |f:0.1,2.3|. Procedure details: To a stirred slurry of 17.83 g (41.2 mmol) of isopropyltriphenylphosphonium iodide and 300 mg (1.1 mmol) of 18-crown-6 in 50 mL of THF under nitrogen at 5° C. was added 4.60 g (41.0 mmol) of potassium t-butoxide over 5 minutes. The resulting deep red-orange slurry was stirred 10 minutes and then a solution of 4.31 mL (37.0 mmol) of 3-bromobenzaldehyde in 40 mL of THF was added at a rate to keep the temperature below 10° C. The resulting bright yellow slurry was stirred for 20 minutes and then po... Starting materials: Cc1ccccc1, CC(C)N1CCN(C(=O)c2cnc(Cl)n2C)CC1, [K+], [K+], [K+], O=C(C=Cc1ccccc1)C=Cc1ccccc1, O=C(C=Cc1ccccc1)C=Cc1ccccc1, O=C(C=Cc1ccccc1)C=Cc1ccccc1, O=P([O-])([O-])[O-], [Pd], [Pd], Cc1ccccc1B(O)O. The product is Cc1ccccc1-c1ncc(C(=O)N2CCN(C(C)C)CC2)n1C. As a reaction SMILES: [CH3:93][c:94]1[cH:95][cH:96][cH:97][cH:98][cH:99]1.[Cl:19][c:20]1[n:21][cH:22][c:23]([C:26](=[O:27])[N:28]2[CH2:29][CH2:30][N:31]([CH:34]([CH3:35])[CH3:36])[CH2:32][CH2:33]2)[n:24]1[CH3:25].[K+:6].[K+:7].[K+:8].[O:39]=[C:40]([CH:41]=[CH:42][c:43]1[cH:44][cH:45][cH:46][cH:47][cH:48]1)[CH:49]=[CH:50][c:51]1[cH:52][cH:53][cH:54][cH:55][cH:56]1.[O:57]=[C:58]([CH:59]=[CH:60][c:61]1[cH:62][cH:63][cH:64][cH:65][cH:66]1)[CH:67]=[CH:68][c:69]1[cH:70][cH:71][cH:72][cH:73][cH:74]1.[O:75]=[C:76]([CH:77]=[CH:78][c:79]1[cH:80][cH:81][cH:82][cH:83][cH:84]1)[CH:85]=[CH:86][c:87]1[cH:88][cH:89][cH:90][cH:91][cH:92]1.[P:1]([O-:2])([O-:3])([O-:4])=[O:5].[Pd:37].[Pd:38].[c:9]1([CH3:18])[c:10]([B:15]([OH:16])[OH:17])[cH:11][cH:12][cH:13][cH:14]1>>[c:9]1([CH3:18])[c:10](-[c:20]2[n:21][cH:22][c:23]([C:26](=[O:27])[N:28]3[CH2:29][CH2:30][N:31]([CH:34]([CH3:35])[CH3:36])[CH2:32][CH2:33]3)[n:24]2[CH3:25])[cH:11][cH:12][cH:13][cH:14]1.